From a dataset of the Open Reaction Database (ORD), a public repository of structured organic reaction records. describe an organic reaction: reactants, conditions, products, and yield Starting materials: FC(F)(F)c1ccc(CBr)cc1, [H-], [Na+], CN(C)C=O, COC(=O)c1cccc2cc[nH]c12. The product is COC(=O)c1cccc2ccn(Cc3ccc(C(F)(F)F)cc3)c12. As a reaction SMILES: [Br:14][CH2:15][c:16]1[cH:17][cH:18][c:19]([C:22]([F:23])([F:24])[F:25])[cH:20][cH:21]1.[H-:27].[Na+:26].[O:28]=[CH:29][N:30]([CH3:31])[CH3:32].[nH:1]1[cH:2][cH:3][c:4]2[cH:5][cH:6][cH:7][c:8]([C:10](=[O:11])[O:12][CH3:13])[c:9]12>>[n:1]1([CH2:15][c:16]2[cH:17][cH:18][c:19]([C:22]([F:23])([F:24])[F:25])[cH:20][cH:21]2)[cH:2][cH:3][c:4]2[cH:5][cH:6][cH:7][c:8]([C:10](=[O:11])[O:12][CH3:13])[c:9]12.